describe an organic reaction: reactants, conditions, products, and yield From a dataset of the Open Reaction Database (ORD), a public repository of structured organic reaction records. Reactants: C(C)(C)(C)OC(=O)C1=NNC(C=C1NC1=C(C=C(C=C1)Br)F)(Cl)N=[N+]=[N-] (6-azido-4-(4-bromo-2-fluoro-phenylamino)-6-chloro-pyridazine-3-carboxylic acid tert-butyl ester). Reagents/catalysts: [Zn] (zinc). The solvent is mixed solvents, C(C)(=O)OCC (ethyl acetate). Run at time 3 hour. Yields the product C(C)(C)(C)OC(=O)C1=NNC(C=C1NC1=C(C=C(C=C1)Br)F)(Cl)N (6-Amino-4-(4-Bromo-2-fluoro-phenylamino)-6-chloro-pyridazine-3-carboxylic acid tert-butyl ester). Reaction SMILES: [C:1]([O:5][C:6]([C:8]1[C:13]([NH:14][C:15]2[CH:20]=[CH:19][C:18]([Br:21])=[CH:17][C:16]=2[F:22])=[CH:12][C:11]([N:24]=[N+]=[N-])([Cl:23])[NH:10][N:9]=1)=[O:7])([CH3:4])([CH3:3])[CH3:2]>[Zn].C(OCC)(=O)C>[C:1]([O:5][C:6]([C:8]1[C:13]([NH:14][C:15]2[CH:20]=[CH:19][C:18]([Br:21])=[CH:17][C:16]=2[F:22])=[CH:12][C:11]([NH2:24])([Cl:23])[NH:10][N:9]=1)=[O:7])([CH3:4])([CH3:2])[CH3:3]. Procedure: To the stirred solution of 6-azido-4-(4-bromo-2-fluoro-phenylamino)-6-chloro-pyridazine-3-carboxylic acid tert-butyl ester (122 mg, 0.30 mmol) in 5 ml of mixed solvents (3:1 v/v, dichloromethane/acetic acid) is added zinc powder (98 mg, 1.5 mmol) at room temperature. After three hours, the reaction mixture is poured into ethyl acetate (50 ml). The organic layer is washed with water, saturated NaHCO3 (30 ml×3) and saturated NaCl (30 ml×3). The organic layer is dried over Na2SO4, and concentrated.... The reactants are C=1(O)C(O)=CC=CC1 (Catechol), C([O-])([O-])=O.[K+].[K+] (potassium carbonate), BrCCCCCC (1-bromohexane), C(C)O (ethanol). Solvent: ClCCl (dichloromethane). The product is C(CCCCC)OC1=C(C=CC=C1)O (2-Hexyloxyphenol). The yield is 28.8%. RXN SMILES: [C:1]1([C:3](=[CH:5][CH:6]=[CH:7][CH:8]=1)[OH:4])[OH:2].C(=O)([O-])[O-].[K+].[K+].Br[CH2:16][CH2:17][CH2:18][CH2:19][CH2:20][CH3:21].C(O)C>ClCCl>[CH2:16]([O:2][C:1]1[CH:8]=[CH:7][CH:6]=[CH:5][C:3]=1[OH:4])[CH2:17][CH2:18][CH2:19][CH2:20][CH3:21] |f:1.2.3|. Procedure details: Catechol (35.0 g, 0.32 mol), potassium carbonate (109.0 g, 0.79 mol) and 1-bromohexane (52.5 g, 0.32 mol) were added to ethanol (300 ml) and heated under reflux for 48 h. After cooling, dichloromethane (300 ml) was added and the solid residues removed by filtration. The solvents were then removed in vacuo and the crude product was purified by column chromatography on silica gel to give title compound (17.9 g, 29%) as a colourless liquid. Found: C, 73.90; H, 9.20. C12H18O2 requires C, 74.19; H, 9... The reactants are C1(=CC=C(C=C1)CC(CC(=O)O)NC(=O)OC(C)(C)C)C1=CC=CC=C1 (4-(biphenyl-4-yl)-3-(tert-butoxycarbonylamino)butanoic acid), CC(C)(C)O (tBuOH), CCN=C=NCCCN(C)C (EDCI). The reagents and catalysts are CN(C1=CC=NC=C1)C (4-dimethylaminopyridine). Solvent: C(Cl)Cl (DCM). Run at time 62 hour. Product: C1(=CC=C(C=C1)CC(CC(=O)OC(C)(C)C)NC(=O)OC(C)(C)C)C1=CC=CC=C1 (tert-butyl 4-(biphenyl-4-yl)-3-(tert-butoxycarbonylamino)butanoate). Isolated yield 38.0%. Reaction SMILES: [C:1]1([C:21]2[CH:26]=[CH:25][CH:24]=[CH:23][CH:22]=2)[CH:6]=[CH:5][C:4]([CH2:7][CH:8]([NH:13][C:14]([O:16][C:17]([CH3:20])([CH3:19])[CH3:18])=[O:15])[CH2:9][C:10]([OH:12])=[O:11])=[CH:3][CH:2]=1.[CH3:27][C:28](O)([CH3:30])[CH3:29].CCN=C=NCCCN(C)C>CN(C)C1C=CN=CC=1.C(Cl)Cl>[C:1]1([C:21]2[CH:22]=[CH:23][CH:24]=[CH:25][CH:26]=2)[CH:2]=[CH:3][C:4]([CH2:7][CH:8]([NH:13][C:14]([O:16][C:17]([CH3:20])([CH3:18])[CH3:19])=[O:15])[CH2:9][C:10]([O:12][C:28]([CH3:30])([CH3:29])[CH3:27])=[O:11])=[CH:5][CH:6]=1. Procedure: A solution of 4-(biphenyl-4-yl)-3-(tert-butoxycarbonylamino)butanoic acid (250 mg, 0.703 mmol), tBuOH (0.135 ml, 1.407 mmol), EDCI (270 mg, 1.407 mmol) and 4-dimethylaminopyridine (86.0 mg, 0.704 mmol) in DCM (7 ml) is allowed to stir at room temperature under nitrogen for 62 hours. The reaction is quenched with water, and the organic layer is separated and concentrated. The residue is purified by flash column chromatography on silica gel to give tert-butyl 4-(biphenyl-4-yl)-3-(tert-butoxycarbon... The reactants are CC(=O)c1ccc(OS(=O)(=O)C(F)(F)F)c(C)c1, CCCC[Sn](CCCC)(CCCC)c1ccco1, C1COCCO1, [Cl-], [Li+], O, c1ccc(P(c2ccccc2)(c2ccccc2)[Pd](P(c2ccccc2)(c2ccccc2)c2ccccc2)(P(c2ccccc2)(c2ccccc2)c2ccccc2)P(c2ccccc2)(c2ccccc2)c2ccccc2)cc1. The product is CC(=O)c1ccc(-c2ccco2)c(C)c1. As a reaction SMILES: [C:1]([CH3:2])(=[O:3])[c:4]1[cH:5][c:6]([CH3:18])[c:7]([O:10][S:11]([C:12]([F:13])([F:14])[F:15])(=[O:16])=[O:17])[cH:8][cH:9]1.[CH2:19]([Sn:20]([CH2:21][CH2:22][CH2:23][CH3:29])([c:24]1[o:25][cH:26][cH:27][cH:28]1)[CH2:30][CH2:31][CH2:32][CH3:33])[CH2:34][CH2:35][CH3:36].[CH2:39]1[O:40][CH2:41][CH2:42][O:43][CH2:44]1.[Cl-:38].[Li+:37].[OH2:45].[cH:46]1[cH:47][cH:48][c:49]([P:50]([Pd:51]([P:52]([c:53]2[cH:54][cH:55][cH:56][cH:57][cH:58]2)([c:59]2[cH:60][cH:61][cH:62][cH:63][cH:64]2)[c:65]2[cH:66][cH:67][cH:68][cH:69][cH:70]2)([P:71]([c:72]2[cH:73][cH:74][cH:75][cH:76][cH:77]2)([c:78]2[cH:79][cH:80][cH:81][cH:82][cH:83]2)[c:84]2[cH:85][cH:86][cH:87][cH:88][cH:89]2)[P:90]([c:91]2[cH:92][cH:93][cH:94][cH:95][cH:96]2)([c:97]2[cH:98][cH:99][cH:100][cH:101][cH:102]2)[c:103]2[cH:104][cH:105][cH:106][cH:107][cH:108]2)([c:109]2[cH:110][cH:111][cH:112][cH:113][cH:114]2)[c:115]2[cH:116][cH:117][cH:118][cH:119][cH:120]2)[cH:121][cH:122]1>>[C:1]([CH3:2])(=[O:3])[c:4]1[cH:5][c:6]([CH3:18])[c:7](-[c:24]2[o:25][cH:26][cH:27][cH:28]2)[cH:8][cH:9]1. The product is FC(C(=O)O)(F)F.FC=1C=CC(=C(O[C@@H]2C[C@H](C2)N)C1)[N+](=O)[O-] (trans-3-(5-Fluoro-2-nitro-phenoxy)-cyclobutylamine trifluoroacetate). The solvent is C(Cl)Cl (methylene chloride). Reported procedure: 14 ml trifluoroacetic acid were added to a mixture of 2.8 g [trans-3-(5-fluoro-2-nitrophenoxy)-cyclobutyl]-carbamic acid tert-butyl ester in 100 ml methylene chloride at 0° C. The mixture was stirred then for 2 hours at rt and afterwards concentrated. The residue was stirred with diisopropylether and filtered. Reaction SMILES: [F:1][C:2]([F:7])([F:6])[C:3]([OH:5])=[O:4].C(OC(=O)[NH:14][C@H:15]1[CH2:18][C@H:17]([O:19][C:20]2[CH:25]=[C:24]([F:26])[CH:23]=[CH:22][C:21]=2[N+:27]([O-:29])=[O:28])[CH2:16]1)(C)(C)C>C(Cl)Cl>[F:1][C:2]([F:7])([F:6])[C:3]([OH:5])=[O:4].[F:26][C:24]1[CH:23]=[CH:22][C:21]([N+:27]([O-:29])=[O:28])=[C:20]([CH:25]=1)[O:19][C@H:17]1[CH2:16][C@H:15]([NH2:14])[CH2:18]1 |f:3.4|. Conditions: time 2 hour. Starting materials: FC(C(=O)O)(F)F (trifluoroacetic acid), C(C)(C)(C)OC(N[C@@H]1C[C@H](C1)OC1=C(C=CC(=C1)F)[N+](=O)[O-])=O ([trans-3-(5-fluoro-2-nitrophenoxy)-cyclobutyl]-carbamic acid tert-butyl ester).